Dataset: the Open Reaction Database (ORD), a public repository of structured organic reaction records. Task: describe an organic reaction: reactants, conditions, products, and yield Reactants: C12=C(CCCC1)C(=O)OC2=O (cyclohexene-1,2-dicarboxylic anhydride), NC=1C=CC(=C(OC(C(C)=NO)CCC)C1)Cl (3-(5-amino-2-chlorophenoxy)-hexan-2-one oxime). Run in C(C)(=O)O (acetic acid). Product: ClC1=C(C=C(C=C1)N1C(C2=C(C1=O)CCCC2)=O)OC(C(C)=NO)CCC (N-[4-chloro-3-(2-hydroxyimino-1-propylpropoxy)phenyl]-3,4,5,6-tetrahydrophthalimide). RXN SMILES: [C:1]12[C:10](=[O:11])[O:9][C:7](=O)[C:2]=1[CH2:3][CH2:4][CH2:5][CH2:6]2.[NH2:12][C:13]1[CH:14]=[CH:15][C:16]([Cl:28])=[C:17]([CH:27]=1)[O:18][CH:19]([CH2:24][CH2:25][CH3:26])[C:20](=[N:22][OH:23])[CH3:21]>C(O)(=O)C>[Cl:28][C:16]1[CH:15]=[CH:14][C:13]([N:12]2[C:10](=[O:11])[C:1]3[CH2:6][CH2:5][CH2:4][CH2:3][C:2]=3[C:7]2=[O:9])=[CH:27][C:17]=1[O:18][CH:19]([CH2:24][CH2:25][CH3:26])[C:20](=[N:22][OH:23])[CH3:21]. Procedure details: A mixture of 1.52 g. of cyclohexene-1,2-dicarboxylic anhydride, 2.57 g. of 3-(5-amino-2-chlorophenoxy)-hexan-2-one oxime (nD25 =1.5506) and 8 ml. of acetic acid was refluxed for 2.5 hours and the reaction mixture was cooled to room temperature and the product was extracted with ethyl acetate and was washed with water and was dehydrated over sodium sulfate. The product was purified by a chromatography on a column of silica gel (developing solvent: ethyl acetate:n-hexane of 1:3) to obtain 3.53 g. ... The reactants are ClCC(=O)N1C2=C(NC(C3=C1C=CC=C3)=O)C=CC=N2 (11-chloroacetyl-5,11-dihydro-6H-pyrido-[2,3-b][1,4]benzodiazepin-6-one), C([O-])([O-])=O.[Na+].[Na+] (sodium carbonate), C(\C=C(\C)/CCC=C(C)C)N1CCNCC1 (1-neryl-piperazine). Run in C(C)O (ethanol). Yields the product Cl.Cl.C(\C=C(\C)/CCC=C(C)C)N1CCN(CC1)CC(=O)N1C2=C(NC(C3=C1C=CC=C3)=O)C=CC=N2 (5,11-Dihydro-11-[(4-neryl-1-piperazinyl)acetyl]-6H-pyrido[2,3-b][1,4]benzodiazepin-6-one dihydrochloride). The yield is 65.0%. RXN SMILES: [Cl:1][CH2:2][C:3]([N:5]1[C:11]2[CH:12]=[CH:13][CH:14]=[CH:15][C:10]=2[C:9](=[O:16])[NH:8][C:7]2[CH:17]=[CH:18][CH:19]=[N:20][C:6]1=2)=[O:4].C(=O)([O-])[O-].[Na+].[Na+].[CH2:27]([N:37]1[CH2:42][CH2:41][NH:40][CH2:39][CH2:38]1)/[CH:28]=[C:29](\[CH2:31][CH2:32][CH:33]=[C:34]([CH3:36])[CH3:35])/[CH3:30]>C(O)C>[ClH:1].[ClH:1].[CH2:27]([N:37]1[CH2:38][CH2:39][N:40]([CH2:2][C:3]([N:5]2[C:11]3[CH:12]=[CH:13][CH:14]=[CH:15][C:10]=3[C:9](=[O:16])[NH:8][C:7]3[CH:17]=[CH:18][CH:19]=[N:20][C:6]2=3)=[O:4])[CH2:41][CH2:42]1)/[CH:28]=[C:29](\[CH2:31][CH2:32][CH:33]=[C:34]([CH3:35])[CH3:36])/[CH3:30] |f:1.2.3,6.7.8|. Procedure details: 5,11-Dihydro-11-[(4-neryl-1-piperazinyl)acetyl]-6H-pyrido[2,3-b][1,4]benzodiazepin-6-one dihydrochloride was prepared from 5.8 gm of 11-chloroacetyl-5,11-dihydro-6H-pyrido-[2,3-b][1,4]benzodiazepin-6-one, 2.4 gm of sodium carbonate and 5.3 gm of 1-neryl-piperazine in 100 ml of absolute ethanol in analogy to Example 1. The obtained raw product was purified on a silica gel column and converted into the dihydrochloride in absolute ethanol with concentrated hydrochloric acid. After recrystallization... Starting materials: resultant mixture, IC=1C=C(N)C=CC1OC (3-iodo-4-methoxyaniline), ClC1=NC=C(C(=N1)Cl)Cl (2,4,5-trichloropyrimidine), C([O-])([O-])=O.[K+].[K+] (potassium carbonate). Run in CN(C=O)C (N,N-dimethylformamide). Product: ClC1=NC=C(C(=N1)NC1=CC(=C(C=C1)OC)I)Cl (2,5-Dichloro-N-(3-iodo-4-methoxyphenyl)pyrimidin-4-amine). The yield is 120.2%. Reaction SMILES: [I:1][C:2]1[CH:3]=[C:4]([CH:6]=[CH:7][C:8]=1[O:9][CH3:10])[NH2:5].[Cl:11][C:12]1[N:17]=[C:16](Cl)[C:15]([Cl:19])=[CH:14][N:13]=1.C(=O)([O-])[O-].[K+].[K+]>CN(C)C=O>[Cl:11][C:12]1[N:17]=[C:16]([NH:5][C:4]2[CH:6]=[CH:7][C:8]([O:9][CH3:10])=[C:2]([I:1])[CH:3]=2)[C:15]([Cl:19])=[CH:14][N:13]=1 |f:2.3.4|. Procedure: To a suspension of 3-iodo-4-methoxyaniline (8.0 g, 0.021 mol) and 2,4,5-trichloropyrimidine (4.13 g, 0.0225 mol) in N,N-dimethylformamide (57 mL) was added potassium carbonate (7.40 g, 0.0536 mol). The resultant mixture was stirred overnight at room temperature. The reaction mixture was filtered to remove K2CO3 and concentrated to give the residue (10 grams). The residue was triturated with EtOAc, and filtered under vacuum. The residue was purified by silica gel column chromatography to give the... Reactants: OCCC1=NC=CN=C1 (2-(2-hydroxyethyl)pyrazine), C=O (formaldehyde), CC1=NC=CN=C1 (2-methylpyrazine), CI (methyl iodide). The solvent is CO (methanol). Yields the product [I-].C[N+]1=CC(=NC=C1)CCO (1-Methyl-3-(2-hydroxyethyl)pyrazinium iodide). RXN SMILES: [OH:1][CH2:2][CH2:3][C:4]1[CH:9]=[N:8][CH:7]=[CH:6][N:5]=1.C=O.[CH3:12]C1C=NC=CN=1.C[I:20]>CO>[I-:20].[CH3:12][N+:8]1[CH:7]=[CH:6][N:5]=[C:4]([CH2:3][CH2:2][OH:1])[CH:9]=1 |f:5.6|. Procedure: 2.0 g of 2-(2-hydroxyethyl)pyrazine (301) prepared by a known method by condensing formaldehyde and 2-methylpyrazine, was dissolved in 5 ml of methanol and 5 ml of methyl iodide added. The solution was refluxed for 3 days, concentrated and the residue purified by gel permeation chromatography. Freeze-drying gave 3.2 g of yellow solid product (300). It was recrystallized from ethyl acetate/ethanol, m.p. 94°-5°. UV H2O max: 226 (4.13), 281 (3.85). 13C NMR: 163.25, S (C3); 150.71, D (C5); 138.69, D... Starting materials: C1(=CC=CC=C1)P(=O)(C1=CC=CC=C1)Cl (diphenylphosphinic chloride), C(\C=C(/C)\CCC=C(C)C)OC1=CC=C(C(=O)O)C=C1 (4-geranyloxybenzoic acid), NCC1=CC=NC=C1 (4-(aminomethyl)pyridine). The solvent is C(C)N(CC)CC (triethylamine), C(Cl)(Cl)Cl (chloroform). Conditions: time 30 minute. Yields the product C(\C=C(/C)\CCC=C(C)C)OC1=CC=C(C(=O)NCC2=CC=NC=C2)C=C1 (4-(4-geranyloxybenzoylaminomethyl)pyridine). The yield is 94.8%. Reaction SMILES: [CH2:1]([O:11][C:12]1[CH:20]=[CH:19][C:15]([C:16]([OH:18])=O)=[CH:14][CH:13]=1)/[CH:2]=[C:3](/[CH2:5][CH2:6][CH:7]=[C:8]([CH3:10])[CH3:9])\[CH3:4].C1(P(Cl)(C2C=CC=CC=2)=O)C=CC=CC=1.[NH2:36][CH2:37][C:38]1[CH:43]=[CH:42][N:41]=[CH:40][CH:39]=1>C(Cl)(Cl)Cl.C(N(CC)CC)C>[CH2:1]([O:11][C:12]1[CH:13]=[CH:14][C:15]([C:16]([NH:36][CH2:37][C:38]2[CH:43]=[CH:42][N:41]=[CH:40][CH:39]=2)=[O:18])=[CH:19][CH:20]=1)/[CH:2]=[C:3](/[CH2:5][CH2:6][CH:7]=[C:8]([CH3:9])[CH3:10])\[CH3:4]. Procedure details: 4-geranyloxybenzoic acid(2.47 g) was dissolved in chloroform(50 ml) and triethylamine(2.49 ml), and then diphenylphosphinic chloride(1.72 ml) was added thereto while being cooled with ice. After being stirred for 30 minutes, the mixture, with 4-(aminomethyl)pyridine(0.97 g) added thereto, was stirred for 4 hours at room temperature. The reaction mixture was washed with saturated sodium hydrogencarbonate aqueous solution and saturated brine successively, dried over sodium sulfate anhydride, and t...